Dataset: the Open Reaction Database (ORD), a public repository of structured organic reaction records. Task: describe an organic reaction: reactants, conditions, products, and yield Starting materials: [Br-], CCOC(C)=O, CC[Mg+], C1CCOC1, CCCCCC, [Cl-], ClCCl, CCn1cc(C2(c3cccc(-c4cccnc4F)c3)N=C(N)N(C)C2=O)cc1C=O, [NH4+]. Yields the product CCC(O)c1cc(C2(c3cccc(-c4cccnc4F)c3)N=C(N)N(C)C2=O)cn1CC. As a reaction SMILES: [Br-:31].[C:43]([O:44][CH2:45][CH3:46])(=[O:47])[CH3:48].[CH2:32]([CH3:33])[Mg+:34].[CH2:49]1[O:50][CH2:51][CH2:52][CH2:53]1.[CH3:37][CH2:38][CH2:39][CH2:40][CH2:41][CH3:42].[Cl-:35].[Cl:54][CH2:55][Cl:56].[NH2:1][C:2]1=[N:6][C:5]([c:7]2[cH:8][c:9](-[c:13]3[c:14]([F:19])[n:15][cH:16][cH:17][cH:18]3)[cH:10][cH:11][cH:12]2)([c:20]2[cH:21][c:22]([CH:27]=[O:28])[n:23]([CH2:25][CH3:26])[cH:24]2)[C:4](=[O:29])[N:3]1[CH3:30].[NH4+:36]>>[NH2:1][C:2]1=[N:6][C:5]([c:7]2[cH:8][c:9](-[c:13]3[c:14]([F:19])[n:15][cH:16][cH:17][cH:18]3)[cH:10][cH:11][cH:12]2)([c:20]2[cH:21][c:22]([CH:27]([OH:28])[CH2:32][CH3:33])[n:23]([CH2:25][CH3:26])[cH:24]2)[C:4](=[O:29])[N:3]1[CH3:30]. As a reaction SMILES: [Br:1][c:2]1[c:3]2[cH:4][cH:5][n:6][cH:7][c:8]2[cH:9][cH:10][cH:11]1.[C:17](=[O:18])([O-:19])[O-:20].[K+:16].[N+:12](=[O:13])([O-:14])[O-:15].[Na+:21].[Na+:22].[S:23](=[O:24])(=[O:25])([OH:26])[OH:27]>>[Br:1][c:2]1[c:3]2[cH:4][cH:5][n:6][cH:7][c:8]2[c:9]([N+:12](=[O:13])[O-:14])[cH:10][cH:11]1. The reactants are Brc1cccc2cnccc12, O=C([O-])[O-], [K+], O=[N+]([O-])[O-], [Na+], [Na+], O=S(=O)(O)O. The product is O=[N+]([O-])c1ccc(Br)c2ccncc12. Reactants: O=C(N=C=S)c1ccccc1, ClC(Cl)Cl, O=C1CCC(c2ccc(N3CCNCC3)c([N+](=O)[O-])c2)=NN1. Product: O=C1CCC(c2ccc(N3CCN(C(=S)NC(=O)c4ccccc4)CC3)c([N+](=O)[O-])c2)=NN1. Reaction SMILES: [C:1]([c:2]1[cH:3][cH:4][cH:5][cH:6][cH:7]1)(=[O:8])[N:9]=[C:10]=[S:11].[CH:34]([Cl:35])([Cl:36])[Cl:37].[N:12]1([c:18]2[c:19]([N+:31](=[O:32])[O-:33])[cH:20][c:21]([C:24]3=[N:29][NH:28][C:27](=[O:30])[CH2:26][CH2:25]3)[cH:22][cH:23]2)[CH2:13][CH2:14][NH:15][CH2:16][CH2:17]1>>[C:1]([c:2]1[cH:3][cH:4][cH:5][cH:6][cH:7]1)(=[O:8])[NH:9][C:10](=[S:11])[N:15]1[CH2:14][CH2:13][N:12]([c:18]2[c:19]([N+:31](=[O:32])[O-:33])[cH:20][c:21]([C:24]3=[N:29][NH:28][C:27](=[O:30])[CH2:26][CH2:25]3)[cH:22][cH:23]2)[CH2:17][CH2:16]1. The reactants are COC=C1C(=O)NC(=O)c2ccc(Br)cc21, CN(C)C=O, CC(N)(C(=O)O)c1ccc(N)cc1. The product is CC(N)(C(=O)O)c1ccc(NC=C2C(=O)NC(=O)c3ccc(Br)cc32)cc1. RXN SMILES: [Br:1][c:2]1[cH:3][c:4]2[c:9]([cH:10][cH:11]1)[C:8](=[O:12])[NH:7][C:6](=[O:13])[C:5]2=[CH:14][O:15][CH3:16].[CH3:30][N:31]([CH3:32])[CH:33]=[O:34].[NH2:17][C:18]([C:19](=[O:20])[OH:21])([CH3:22])[c:23]1[cH:24][cH:25][c:26]([NH2:29])[cH:27][cH:28]1>>[Br:1][c:2]1[cH:3][c:4]2[c:9]([cH:10][cH:11]1)[C:8](=[O:12])[NH:7][C:6](=[O:13])[C:5]2=[CH:14][NH:29][c:26]1[cH:25][cH:24][c:23]([C:18]([NH2:17])([C:19](=[O:20])[OH:21])[CH3:22])[cH:28][cH:27]1.